Dataset: the Open Reaction Database (ORD), a public repository of structured organic reaction records. Task: describe an organic reaction: reactants, conditions, products, and yield Starting materials: CC(C)(C)OC(=O)Nc1ncc(C(=O)O)cn1, NCC1CCN(S(=O)(=O)CCc2ccccc2)CC1. Product: CC(C)(C)OC(=O)Nc1ncc(C(=O)NCC2CCN(S(=O)(=O)CCc3ccccc3)CC2)cn1. RXN SMILES: [C:20]([CH3:21])([CH3:22])([CH3:23])[O:24][C:25](=[O:26])[NH:27][c:28]1[n:29][cH:30][c:31]([C:34](=[O:35])[OH:36])[cH:32][n:33]1.[c:1]1([CH2:7][CH2:8][S:9](=[O:10])(=[O:11])[N:12]2[CH2:13][CH2:14][CH:15]([CH2:18][NH2:19])[CH2:16][CH2:17]2)[cH:2][cH:3][cH:4][cH:5][cH:6]1>>[c:1]1([CH2:7][CH2:8][S:9](=[O:10])(=[O:11])[N:12]2[CH2:13][CH2:14][CH:15]([CH2:18][NH:19][C:34]([c:31]3[cH:30][n:29][c:28]([NH:27][C:25]([O:24][C:20]([CH3:21])([CH3:22])[CH3:23])=[O:26])[n:33][cH:32]3)=[O:35])[CH2:16][CH2:17]2)[cH:2][cH:3][cH:4][cH:5][cH:6]1. The reactants are C(C#C)NC(OC(C)(C)C)=O (tert-butyl prop-2-yn-1-ylcarbamate), [H-].[Na+] (sodium hydride), BrCCO[Si](C)(C)C(C)(C)C ((2-bromoethoxy)-tert-butyldimethylsilane). Solvent: CN1C(CCC1)=O (N-methyl-2-pyrrolidinone). Yields the product [Si](C)(C)(C(C)(C)C)OCCN(C(OC(C)(C)C)=O)CC#C (tert-Butyl (2-{[tert-butyl(dimethyl)silyl]oxy}ethyl)prop-2-yn-1-ylcarbamate). As a reaction SMILES: [CH2:1]([NH:4][C:5](=[O:11])[O:6][C:7]([CH3:10])([CH3:9])[CH3:8])[C:2]#[CH:3].[H-].[Na+].Br[CH2:15][CH2:16][O:17][Si:18]([C:21]([CH3:24])([CH3:23])[CH3:22])([CH3:20])[CH3:19]>CN1CCCC1=O>[Si:18]([O:17][CH2:16][CH2:15][N:4]([CH2:1][C:2]#[CH:3])[C:5](=[O:11])[O:6][C:7]([CH3:8])([CH3:10])[CH3:9])([C:21]([CH3:24])([CH3:23])[CH3:22])([CH3:20])[CH3:19] |f:1.2|. Procedure: The sub-titled compound was prepared from tert-butyl prop-2-yn-1-ylcarbamate (0.8 g), 60% sodium hydride (0.227 g), (2-bromoethoxy)-tert-butyldimethylsilane (1 ml) and anhydrous N-methyl-2-pyrrolidinone (4 ml) by the method of Example 2(ii). The crude product was purified by chromatography on silica gel eluting with iso-hexane:ethyl acetate (25:1) to afford (0.8 g). Starting materials: ClC1=C(C=CC(=C1)Cl)C=1C(=CC=2N(C1)C=CN2)\C=N\S(=O)C(C)(C)C (2-methyl-propane-2-sulfinic acid 1-[6-(2,4-dichloro-phenyl)-imidazo[1,2-a]pyridin-7-yl]-meth-(E)-ylideneamide), C[Mg]Br (methylmagnesium bromide), [NH4+].[Cl-] (NH4Cl). The solvent is C1CCOC1 (THF), O (water). Yields the product ClC1=C(C=CC(=C1)Cl)C=1C(=CC=2N(C1)C=CN2)C(C)NS(=O)C(C)(C)C (2-methyl-propane-2-sulfinic acid {1-[6-(2,4-dichloro-phenyl)-imidazo[1,2-a]pyridin-7-yl]-ethyl}-amide). Reaction SMILES: [Cl:1][C:2]1[CH:7]=[C:6]([Cl:8])[CH:5]=[CH:4][C:3]=1[C:9]1[C:10](/[CH:18]=[N:19]/[S:20]([C:22]([CH3:25])([CH3:24])[CH3:23])=[O:21])=[CH:11][C:12]2[N:13]([CH:15]=[CH:16][N:17]=2)[CH:14]=1.[CH3:26][Mg]Br.[NH4+].[Cl-]>C1COCC1.O>[Cl:1][C:2]1[CH:7]=[C:6]([Cl:8])[CH:5]=[CH:4][C:3]=1[C:9]1[C:10]([CH:18]([NH:19][S:20]([C:22]([CH3:25])([CH3:24])[CH3:23])=[O:21])[CH3:26])=[CH:11][C:12]2[N:13]([CH:15]=[CH:16][N:17]=2)[CH:14]=1 |f:2.3|. Reported procedure: To a solution of 2-methyl-propane-2-sulfinic acid 1-[6-(2,4-dichloro-phenyl)-imidazo[1,2-a]pyridin-7-yl]-meth-(E)-ylideneamide (20 mg, 0.045 mmol) in anhydrous THF (0.5 mL) was added methylmagnesium bromide (3 M solution in Et2O, 0.045 mL, 0.14 mmol) at RT. The reaction mixture was stirred for 3 h30 then poured into a saturated solution of NH4Cl in water and extracted with AcOEt. The organic layer was dried over Na2SO4, filtered and evaporated to dryness to give the crude 2-methyl-propane-2-sulf... Starting materials: CCO, CC#CCOc1cc(Cl)ncn1, NCc1ccccc1. Yields the product CC#CCOc1cc(NCc2ccccc2)ncn1. As a reaction SMILES: [CH3:21][CH2:22][OH:23].[Cl:1][c:2]1[n:3][cH:4][n:5][c:6]([O:8][CH2:9][C:10]#[C:11][CH3:12])[cH:7]1.[NH2:13][CH2:14][c:15]1[cH:16][cH:17][cH:18][cH:19][cH:20]1>>[c:2]1([NH:13][CH2:14][c:15]2[cH:16][cH:17][cH:18][cH:19][cH:20]2)[n:3][cH:4][n:5][c:6]([O:8][CH2:9][C:10]#[C:11][CH3:12])[cH:7]1. The product is COC(=O)c1ccc(CNC2CCN(Cc3ccccc3)CC2)c([N+](=O)[O-])c1. Reaction SMILES: [BH4-:30].[CH3:15][O:16][C:17](=[O:18])[c:19]1[cH:20][c:21]([N+:27](=[O:28])[O-:29])[c:22]([CH:23]=[O:24])[cH:25][cH:26]1.[CH3:33][OH:34].[NH2:1][CH:2]1[CH2:3][CH2:4][N:5]([CH2:8][c:9]2[cH:10][cH:11][cH:12][cH:13][cH:14]2)[CH2:6][CH2:7]1.[Na+:31].[OH2:32]>>[NH:1]([CH:2]1[CH2:3][CH2:4][N:5]([CH2:8][c:9]2[cH:10][cH:11][cH:12][cH:13][cH:14]2)[CH2:6][CH2:7]1)[CH2:23][c:22]1[c:21]([N+:27](=[O:28])[O-:29])[cH:20][c:19]([C:17]([O:16][CH3:15])=[O:18])[cH:26][cH:25]1. Reactants: [BH4-], COC(=O)c1ccc(C=O)c([N+](=O)[O-])c1, CO, NC1CCN(Cc2ccccc2)CC1, [Na+], O. Reported procedure: A mixture of EXAMPLE 14A (0.5 g, 1.54 mmol), methyl thioglycolate (217 μL, 2.31 mmol), and sodium carbonate (653 mg, 6.16 mmol), was heated in methanol (7.7 mL) at 70° C. for 21 hours. The mixture was cooled, diluted with water, and the precipitate filtered and dried. The crude product was purified by flash chromatography on silica gel using a gradient of 0-2% methanol in dichloromethane to provide the title compound as an 85% pure mixture with unreacted EXAMPLE 14A. 1H NMR (DMSO-d6) δ 7.79-7.88... The reactants are O=C1N(C(C2=CC=CC=C12)=O)CCCOC1=C(C#N)C(=CC=C1)F (2-(3-(1,3-dioxoisoindolin-2-yl)propoxy)-6-fluorobenzonitrile), C(CS)(=O)OC (methyl thioglycolate), C([O-])([O-])=O.[Na+].[Na+] (sodium carbonate). The yield is 85.0%. Product: NC=1C2=C(SC1C(=O)OC)C=CC=C2OCCCN2C(C1=CC=CC=C1C2=O)=O (methyl 3-amino-4-(3-(1,3-dioxoisoindolin-2-yl)propoxy)benzo [b]thiophene-2-carboxylate), pure mixture. RXN SMILES: [O:1]=[C:2]1[C:10]2[C:5](=[CH:6][CH:7]=[CH:8][CH:9]=2)[C:4](=[O:11])[N:3]1[CH2:12][CH2:13][CH2:14][O:15][C:16]1[CH:23]=[CH:22][CH:21]=[C:20](F)[C:17]=1[C:18]#[N:19].[C:25]([O:29][CH3:30])(=[O:28])[CH2:26][SH:27].C(=O)([O-])[O-].[Na+].[Na+]>CO.O>[NH2:19][C:18]1[C:17]2[C:16]([O:15][CH2:14][CH2:13][CH2:12][N:3]3[C:2](=[O:1])[C:10]4[C:5](=[CH:6][CH:7]=[CH:8][CH:9]=4)[C:4]3=[O:11])=[CH:23][CH:22]=[CH:21][C:20]=2[S:27][C:26]=1[C:25]([O:29][CH3:30])=[O:28] |f:2.3.4|. Solvent: CO (methanol), O (water). The reactants are BrC=1C=CC(=C(C1)N)F (5-bromo-2-fluorophenylamine), C(C1=CC=CC=C1)(=O)C1=CC=CC=C1 (benzophenone), C1(=CC=C(C=C1)S(=O)(=O)O)C (4-toluenesulfonic acid). Run in C1(=CC=CC=C1)C (toluene), C(C)(=O)OCC (ethyl acetate). Yields the product C(C1=CC=CC=C1)(C1=CC=CC=C1)=NC1=C(C=CC(=C1)Br)F (Benzhydrylidene-(5-bromo-2-fluorophenyl)-amine). The yield is 42.2%. As a reaction SMILES: [Br:1][C:2]1[CH:3]=[CH:4][C:5]([F:9])=[C:6]([NH2:8])[CH:7]=1.[C:10]([C:18]1[CH:23]=[CH:22][CH:21]=[CH:20][CH:19]=1)(=O)[C:11]1[CH:16]=[CH:15][CH:14]=[CH:13][CH:12]=1.C1(C)C=CC(S(O)(=O)=O)=CC=1>C1(C)C=CC=CC=1.C(OCC)(=O)C>[C:10](=[N:8][C:6]1[CH:7]=[C:2]([Br:1])[CH:3]=[CH:4][C:5]=1[F:9])([C:11]1[CH:16]=[CH:15][CH:14]=[CH:13][CH:12]=1)[C:18]1[CH:23]=[CH:22][CH:21]=[CH:20][CH:19]=1. Procedure details: While a solution of 2.43 g 5-bromo-2-fluorophenylamine (compound in Production Example 335), 2.6 g benzophenone and 122 mg 4-toluenesulfonic acid in 50 ml toluene was azeotropically dehydrated, the mixture was heated for 6 hours under reflux. The reaction mixture was diluted with ethyl acetate and washed with brine, the organic layer was dried over anhydrous sodium sulfate, the solvent was removed, and the resulting crude product was purified by silica gel column chromatography (ethyl acetate/he... The product is O1C2=C(CCC1CNCCCNC1=NC=CC=N1)C=CC1=C2OCCC1 (N-[(2,3,4,7,8,9-hexahydrobenzo[2,1-b:3,4-b']dipyran-2-yl)methyl]-N'-2-pyrimidinyl-1,3-propanediamine). Reaction SMILES: [O:1]1[C:6]2[C:7]3[CH2:13][CH2:12][CH2:11][C:8]=3[CH:9]=[CH:10][C:5]=2[CH2:4][CH2:3][CH:2]1[CH2:14][NH:15][CH2:16][CH2:17][CH2:18][NH:19][C:20]1[N:25]=[CH:24][CH:23]=[CH:22][N:21]=1.[O:26]1C(CNCCCNC2N=CC=CN=2)CCC2C=CC3C(OCCC=3)C1=2.O1C(CNCCCNC2N=CC=CN=2)CCC2C=CC3CCCCC=3C1=2.N1CCN=C1NCCCNCC1CCC2C=CC3CCCC=3C=2O1.O1C(CNCCCNC2NCCCN=2)CCC2C=CC3CCCOC=3C1=2.O1C2C3CCCC=3C=CC=2CCC1CNCCCNC1NCCCN=1.O1C2C3OC(CNCCCNC4NCCCN=4)CCC=3C=CC=2OCC1.O1C(CNCCCNC2NCCCN=2)CCC2C=CC3CCCCC=3C1=2.FC1C=C(C=CC(OC)=O)C2OC(CNCCCNC3N=CC=CN=3)CCC=2C=1.FC1C=C(C2OC=CC=2)C2OC(CNCCCNC3N=CC=CN=3)CCC=2C=1.FC1C=C(C2SC=CC=2)C2OC(CNCCCNC3NCCCN=3)CCC=2C=1.O1C2C=CC=CC=2CCC1CNCCCNC1CCCCN=1.O1C2C=CC=CC=2CCC1CNCCCNC1C=CN=C(NC)N=1>>[O:1]1[CH:2]([CH2:14][NH:15][CH2:16][CH2:17][CH2:18][NH:19][C:20]2[N:25]=[CH:24][CH:23]=[CH:22][N:21]=2)[CH2:3][CH2:4][C:5]2[CH:10]=[CH:9][C:8]3[CH2:11][CH2:12][CH2:13][O:26][C:7]=3[C:6]1=2. Reported procedure: N-[(2,3,4,7,8,9-hexahydrocyclopenta[h]-1-benzopyran-2-yl)methyl]-N'-2-pyrimidinyl-1,3-propanediamine; (±)-N-[(2,3,4,8,9, 10-hexahydrobenzo[2,1-b:3,4-b']dipyran-2-yl)methyl]-N'-2-pyrimidinyl-1,3-propane diamine; N-[(3,4,7,8,9,10-hexahydro-2H-naphtho[1,2-b]pyran-2-yl)methyl]-N'-2-pyrimidinyl-1,3-propanediamine; N-(4,5-dihydro-1H-imidazol-2-yl)-N'-[(2,3,4,7,8,9-hexahydrocyclopenta[h]-1-benzopyran-2-yl)methyl]-1,3-propanediamine; N-[(2,3,4,7,8,9-hexahydrobenzo[2,1-b:3,4-b']dipyran-2-yl)methyl]-N'-(1... Starting materials: O1C(CCC2=C1C1=C(C=C2)CCC1)CNCCCNC1=NC=CC=N1 (N-[(2,3,4,7,8,9-hexahydrocyclopenta[h]-1-benzopyran-2-yl)methyl]-N'-2-pyrimidinyl-1,3-propanediamine), FC=1C=C(C2=C(CCC(O2)CNCCCNC2=NC=CC=N2)C1)C=1OC=CC1 (N-[[6-fluoro-8-(2-furanyl)-3,4-dihydro-2H-1-benzopyran-2-yl]methyl]-N'-2-pyrimidinyl-1,3-propanediamine), N1C(=NCC1)NCCCNCC1OC2=C(CC1)C=CC1=C2CCC1 (N-(4,5-dihydro-1H-imidazol-2-yl)-N'-[(2,3,4,7,8,9-hexahydrocyclopenta[h]-1-benzopyran-2-yl)methyl]-1,3-propanediamine), O1C(CCC2=C1C=CC=C2)CNCCCNC2=NCCCC2 (N-[(3,4-dihydro-2H-1-benzopyran-2-yl)methyl]-N'-(3,4,5,6-tetrahydro-2-pyridinyl)-1,3-propanediamine), O1C2=C(CCC1CNCCCNC=1NCCCN1)C=CC1=C2OCCC1 (N-[(2,3,4,7,8,9-hexahydrobenzo[2,1-b:3,4-b']dipyran-2-yl)methyl]-N'-(1,4,5,6-tetrahydro-2-pyrimidinyl)-1,3-propanediamine), O1C(CCC2=C1C=CC=C2)CNCCCNC2=NC(=NC=C2)NC (N4 -[3-[ [(3,4-dihydro-2H-1-benzopyran-2-yl)methyl]amino]propyl]-N2 -methyl-2,4-pyrimidinediamine), O1C2=C(CCC1CNCCCNC=1NCCCN1)C=CC=1CCCCC12 (N-[(3,4,7,8,9, 1 0-hexahydro-2H-naphtho[1,2-b]pyran-2-yl)methyl]-N'-(1,4,5,6-tetrahydro-2-pyrimidinyl)-1,3-propanediamine), FC=1C=C(C2=C(CCC(O2)CNCCCNC=2NCCCN2)C1)C=1SC=CC1 (N-[[6-fluoro-3,4-dihydro-8-(2-thienyl)-2H-1-benzopyran-2-yl]methyl]-N'-(1,4,5,6-tetrahydro-2-pyrimidinyl)-1,3-propanediamine), FC=1C=C(C2=C(CCC(O2)CNCCCNC2=NC=CC=N2)C1)C=CC(=O)OC (methyl 3-[6-fluoro-3,4-dihydro-2-[[[3-(2-pyrimidinylamino)propyl]amino]methyl]-2H-1-benzopyran-8-yl]-2-propenoate), O1CCOC2=C1C1=C(C=C2)CCC(O1)CNCCCNC=1NCCCN1 (N-[(2,3,7,8-tetrahydro-9H-pyrano[2,3-f]-1,4-benzodioxin-9-yl)methyl]-N'-(1,4,5,6-tetrahydro-2-pyrimidinyl)-1,3-propanediamine), O1C2=C(CCC1CNCCCNC1=NC=CC=N1)C=CC=1C2OCCC1 ((±)-N-[(2,3,4,8,9, 10-hexahydrobenzo[2,1-b:3,4-b']dipyran-2-yl)methyl]-N'-2-pyrimidinyl-1,3-propane diamine), O1C2=C(CCC1CNCCCNC1=NC=CC=N1)C=CC=1CCCCC12 (N-[(3,4,7,8,9,10-hexahydro-2H-naphtho[1,2-b]pyran-2-yl)methyl]-N'-2-pyrimidinyl-1,3-propanediamine), O1C(CCC2=C1C1=C(C=C2)CCC1)CNCCCNC=1NCCCN1 (N-[(2,3,4,7,8,9-hexahydro cyclopenta[h]-1-benzopyran-2-yl)methyl]-N'-(1,4,5,6-tetrahydro-2-pyrimidinyl)-1,3-propanediamine). The reactants are ClC1=C(C=CC=C1)NC=1OCC(C1C(=O)OCC)=O (ethyl 2[(2-chlorophenyl)amino]-4-oxo-4,5-dihydrofuran-3-carboxylate), N1C=C(C2=CC=CN=C12)C=O (7-azaindole-3-carboxaldehyde), N1CCCCC1 (piperidine). The solvent is C(C)O (ethanol). Product: N1C=C(C=2C1=NC=CC2)C=C2C(C(=C(O2)NC2=C(C=CC=C2)Cl)C(=O)OCC)=O (Ethyl 5-[(1H-pyrrolo[2,3-b]pyridin-3-yl)methylene]-2-[(2-chlorophenyl)amino]-4-oxo-4,5-dihydrofuran-3-carboxylate). The yield is 48.3%. RXN SMILES: [Cl:1][C:2]1[CH:7]=[CH:6][CH:5]=[CH:4][C:3]=1[NH:8][C:9]1[O:10][CH2:11][C:12](=[O:19])[C:13]=1[C:14]([O:16][CH2:17][CH3:18])=[O:15].[NH:20]1[C:28]2[C:23](=[CH:24][CH:25]=[CH:26][N:27]=2)[C:22]([CH:29]=O)=[CH:21]1.N1CCCCC1>C(O)C>[NH:20]1[C:28]2=[N:27][CH:26]=[CH:25][CH:24]=[C:23]2[C:22]([CH:29]=[C:11]2[O:10][C:9]([NH:8][C:3]3[CH:4]=[CH:5][CH:6]=[CH:7][C:2]=3[Cl:1])=[C:13]([C:14]([O:16][CH2:17][CH3:18])=[O:15])[C:12]2=[O:19])=[CH:21]1. Procedure: To a solution of ethyl 2[(2-chlorophenyl)amino]-4-oxo-4,5-dihydrofuran-3-carboxylate (0.14 g, 0.50 mmol) which similarly prepared according to the procedure described in the Example 2, First step and 7-azaindole-3-carboxaldehyde (0.073 g, 0.50 mmol) in ethanol (2.0 mL), piperidine (0.054 mL, 0.55 mmol) was added at ambient temperature. The mixture was refluxed for 12 h. Cooled to ambient temperature, the precipitate was collected by filtration, washed with ethanol and diisopropyl ether then drie...